Dataset: the Open Reaction Database (ORD), a public repository of structured organic reaction records. Task: describe an organic reaction: reactants, conditions, products, and yield The reactants are CCN=C=NCCCN(C)C.Cl (EDCI.HCl), CCN(C(C)C)C(C)C (DIPEA), C1(=CC=C(C=C1)N(C(CC(=O)O)=O)C)C1=CC=CC=C1 (N-biphenyl-4-yl-N-methyl-malonamic acid), C=1C=CC2=C(C1)N=NN2O (HOBt), Cl.BrC1=C(C=CC=C1)C(=O)N1CCNCC1 ((2-bromo-phenyl)-piperazin-1-yl-methanone hydrochloride). Run in O (water), CN(C)C=O (DMF). Run at time 2 minute. Yields the product C1(=CC=C(C=C1)NC(=O)C1(CC1)C(=O)N1CCN(CC1)C(C1=C(C=CC=C1)Br)=O)C1=CC=CC=C1 (1-[4-(2-bromo-benzoyl)-piperazine-1-carbonyl]-cyclopropanecarboxylic acid biphenyl-4-ylamide). Isolated yield 7.5%. RXN SMILES: [CH3:1][CH2:2]N(C(C)C)C(C)C.[C:10]1([C:24]2[CH:29]=[CH:28][CH:27]=[CH:26][CH:25]=2)[CH:15]=[CH:14][C:13]([N:16](C)[C:17](=[O:22])[CH2:18][C:19]([OH:21])=O)=[CH:12][CH:11]=1.C1C=CC2N(O)N=NC=2C=1.CCN=C=NCCCN(C)C.Cl.Cl.[Br:53][C:54]1[CH:59]=[CH:58][CH:57]=[CH:56][C:55]=1[C:60]([N:62]1[CH2:67][CH2:66][NH:65][CH2:64][CH2:63]1)=[O:61]>CN(C=O)C.O>[C:10]1([C:24]2[CH:25]=[CH:26][CH:27]=[CH:28][CH:29]=2)[CH:11]=[CH:12][C:13]([NH:16][C:17]([C:18]2([C:19]([N:65]3[CH2:64][CH2:63][N:62]([C:60](=[O:61])[C:55]4[CH:56]=[CH:57][CH:58]=[CH:59][C:54]=4[Br:53])[CH2:67][CH2:66]3)=[O:21])[CH2:2][CH2:1]2)=[O:22])=[CH:14][CH:15]=1 |f:3.4,5.6|. Reported procedure: DIPEA (140 mg, 1.1 mmol) was added to a stirred solution of N-biphenyl-4-yl-N-methyl-malonamic acid (100 mg, 0.37 mmol) in DMF (2.0 mL) followed by HOBt (60 mg, 0.44 mmol) and EDCI.HCl (85 mg, 0.44 mmol). After 2 minutes of stirring, (2-bromo-phenyl)-piperazin-1-yl-methanone hydrochloride (136 mg, 0.44 mmol) was added and stirring was continued at ambient temperature overnight. The reaction mixture was diluted with water, extracted with ethyl acetate, washed with brine and concentrated under red... The reactants are COC(=O)CC1Cc2cc(Br)c3[nH]nc(Br)c3c2CN(CC(F)(F)F)C1=O, CO, Cl, [Li+], C1CCOC1, [OH-], O, O. Yields the product O=C(O)CC1Cc2cc(Br)c3[nH]nc(Br)c3c2CN(CC(F)(F)F)C1=O. Reaction SMILES: [Br:1][c:2]1[n:3][nH:4][c:5]2[c:6]([Br:27])[cH:7][c:8]3[c:9]([c:10]12)[CH2:11][N:12]([CH2:22][C:23]([F:24])([F:25])[F:26])[C:13](=[O:21])[CH:14]([CH2:16][C:17](=[O:18])[O:19][CH3:20])[CH2:15]3.[CH3:33][OH:34].[ClH:32].[Li+:31].[O:35]1[CH2:36][CH2:37][CH2:38][CH2:39]1.[OH-:30].[OH2:28].[OH2:29]>>[Br:1][c:2]1[n:3][nH:4][c:5]2[c:6]([Br:27])[cH:7][c:8]3[c:9]([c:10]12)[CH2:11][N:12]([CH2:22][C:23]([F:24])([F:25])[F:26])[C:13](=[O:21])[CH:14]([CH2:16][C:17](=[O:18])[OH:19])[CH2:15]3. The reactants are FC1=C(C=CC(=C1)F)C1CCC2=C1N=C(N=C2NC)NC2=CC(=C(C=C2)N2N=C(N=C2)C)OC (7-(2,4-difluorophenyl)-N2-(3-methoxy-4-(3-methyl-1H-1,2,4-triazol-1-yl)phenyl)-N4-methyl-6,7-dihydro-5H-cyclopenta[d]pyrimidine-2,4-diamine), O (water), C(=O)(C(F)(F)F)O (TFA), C(=O)(C(F)(F)F)O (TFA), 193B, 193A, O (water). Run in C(=O)=O (CO2), CO (methanol), CO (MeOH), CO (MeOH), CO (methanol). Conditions: time 15 minute. Product: FC1=C(C=CC(=C1)F)[C@H]1CCC2=C1N=C(N=C2NC)NC2=CC(=C(C=C2)N2N=C(N=C2)C)OC ((R)-7-(2,4-difluorophenyl)-N2-(3-methoxy-4-(3-methyl-1H-1,2,4-triazol-1-yl)phenyl)-N4-methyl-6,7-dihydro-5H-cyclopenta[d]pyrimidine-2,4-diamine). Reaction SMILES: [F:1][C:2]1[CH:7]=[C:6]([F:8])[CH:5]=[CH:4][C:3]=1[CH:9]1[C:13]2[N:14]=[C:15]([NH:20][C:21]3[CH:26]=[CH:25][C:24]([N:27]4[CH:31]=[N:30][C:29]([CH3:32])=[N:28]4)=[C:23]([O:33][CH3:34])[CH:22]=3)[N:16]=[C:17]([NH:18][CH3:19])[C:12]=2[CH2:11][CH2:10]1.O.C(O)(C(F)(F)F)=O>C(=O)=O.CO>[F:1][C:2]1[CH:7]=[C:6]([F:8])[CH:5]=[CH:4][C:3]=1[C@@H:9]1[C:13]2[N:14]=[C:15]([NH:20][C:21]3[CH:26]=[CH:25][C:24]([N:27]4[CH:31]=[N:30][C:29]([CH3:32])=[N:28]4)=[C:23]([O:33][CH3:34])[CH:22]=3)[N:16]=[C:17]([NH:18][CH3:19])[C:12]=2[CH2:11][CH2:10]1. Procedure: A racemic mixture of 7-(2,4-difluorophenyl)-N2-(3-methoxy-4-(3-methyl-1H-1,2,4-triazol-1-yl)phenyl)-N4-methyl-6,7-dihydro-5H-cyclopenta[d]pyrimidine-2,4-diamine (Example 193) was purified using chiral supercritical fluid chromatography (SFC) to afford peak A (Example 193A) and peak B (Example 193B). SFC Method: Chiralpak OJ-H (30×150 mm), 30% methanol (0.1% diethylamine) in CO2, 100 bar, flow rate 50 mL/min for 12 min, absorbance 268 nm, injection 2.0 mL of 10 mg/mL solution in methanol, tR (pea... Starting materials: N1=C(C=NC=C1)C(=O)NC1=CNC2=NC=C(C(=C21)N2C[C@@H](CCC2)NC(OC(C)(C)C)=O)C(F)(F)F ((R)-tert-Butyl 1-(3-(pyrazine-2-carboxamido)-5-(trifluoromethyl)-1H-pyrrolo[2,3-b]pyridin-4-yl)piperidin-3-ylcarbamate), C(=O)(C(F)(F)F)O (TFA), C(Cl)Cl (DCM). Conditions: time 1 hour. Yields the product Cl.N1=C(C=NC=C1)C(=O)N (pyrazine-2-carboxamide hydrochloride). Yield: 62.0%. As a reaction SMILES: [N:1]1[CH:6]=[CH:5][N:4]=[CH:3][C:2]=1[C:7]([NH:9]C1C2C(=NC=C(C(F)(F)F)C=2N2CCC[C@@H](NC(=O)OC(C)(C)C)C2)NC=1)=[O:8].C(O)(C(F)(F)F)=O.C(Cl)[Cl:45]>>[ClH:45].[N:1]1[CH:6]=[CH:5][N:4]=[CH:3][C:2]=1[C:7]([NH2:9])=[O:8] |f:3.4|. Procedure: (R)-tert-Butyl 1-(3-(pyrazine-2-carboxamido)-5-(trifluoromethyl)-1H-pyrrolo[2,3-b]pyridin-4-yl)piperidin-3-ylcarbamate (0.120 g, 0.237 mmol) was placed in DCM (3 mL) at room temperature. TFA (1 mL) was then added, and the reaction was stirred at room temperature for 1 hour. The reaction was then concentrated to dryness to give the crude product, which was purified C-18 reverse phase flash chromatography (Biotage SP4 unit, C-18 25M column, 0-50% CH3CN/water gradient; 25 CV). The purified product ... Reactants: CC(C)=O, COc1ccc(C(O)Cc2c(Cl)cncc2Cl)c2c1OCCO2. Product: COc1ccc(C(=O)Cc2c(Cl)cncc2Cl)c2c1OCCO2. As a reaction SMILES: [CH3:24][C:25](=[O:26])[CH3:27].[Cl:1][c:2]1[cH:3][n:4][cH:5][c:6]([Cl:23])[c:7]1[CH2:8][CH:9]([OH:10])[c:11]1[cH:12][cH:13][c:14]([O:21][CH3:22])[c:15]2[c:20]1[O:19][CH2:18][CH2:17][O:16]2>>[Cl:1][c:2]1[cH:3][n:4][cH:5][c:6]([Cl:23])[c:7]1[CH2:8][C:9](=[O:10])[c:11]1[cH:12][cH:13][c:14]([O:21][CH3:22])[c:15]2[c:20]1[O:19][CH2:18][CH2:17][O:16]2. The reactants are CCc1nc2c(cnn2CC)c(NC2CCOCC2)c1CNC(=O)c1cccc(C(=O)OC)c1, CO, O. Product: CCc1nc2c(cnn2CC)c(NC2CCOCC2)c1CNC(=O)c1cccc(C(=O)O)c1. Reaction SMILES: [CH2:1]([CH3:2])[n:3]1[n:4][cH:5][c:6]2[c:7]1[n:8][c:9]([CH2:33][CH3:34])[c:10]([CH2:19][NH:20][C:21](=[O:22])[c:23]1[cH:24][c:25]([C:26](=[O:27])[O:28][CH3:29])[cH:30][cH:31][cH:32]1)[c:11]2[NH:12][CH:13]1[CH2:14][CH2:15][O:16][CH2:17][CH2:18]1.[CH3:35][OH:36].[OH2:37]>>[CH2:1]([CH3:2])[n:3]1[n:4][cH:5][c:6]2[c:7]1[n:8][c:9]([CH2:33][CH3:34])[c:10]([CH2:19][NH:20][C:21](=[O:22])[c:23]1[cH:24][c:25]([C:26](=[O:27])[OH:28])[cH:30][cH:31][cH:32]1)[c:11]2[NH:12][CH:13]1[CH2:14][CH2:15][O:16][CH2:17][CH2:18]1. Starting materials: CCN(C(C)C)C(C)C (iPr2NEt), ClC=1C=C2C(=NC1)N(C=C2C2=NC=C(C(=N2)S(=O)C)F)S(=O)(=O)C2=CC=C(C)C=C2 (5-chloro-3-(5-fluoro-4-(methylsulfinyl)pyrimidin-2-yl)-1-tosyl-1H-pyrrolo[2,3-b]pyridine), 1a, C(#N)[C@H]1C[C@H](CCC1)NC(OCC1=CC=CC=C1)=O (Benzyl N-[(1S,3R)-3-cyanocyclohexyl]carbamate). Reagents/catalysts: [OH-].[OH-].[Pd+2] (Pearlman's catalyst). Run in C1CCOC1 (THF). Conditions: temperature 45 celsius, time 135 minute. Product: ClC=1C=C2C(=NC1)N(C=C2C2=NC=C(C(=N2)NC2(CCCCC2)C#N)F)S(=O)(=O)C2=CC=C(C)C=C2 ((2-(5-chloro-1-tosyl-1H-pyrrolo[2,3-b]pyridin-3-yl)-5-fluoropyrimidin-4-ylamino)cyclohexanecarbonitrile). Reaction SMILES: C([C@@H:3]1[CH2:8][CH2:7][CH2:6][C@H:5]([NH:9][C:10](=O)OCC2C=CC=CC=2)[CH2:4]1)#N.C[CH2:21][N:22](C(C)C)C(C)C.[Cl:29][C:30]1[CH:31]=[C:32]2[C:38]([C:39]3[N:44]=C(S(C)=O)[C:42]([F:48])=[CH:41][N:40]=3)=[CH:37][N:36]([S:49]([C:52]3[CH:58]=[CH:57][C:55]([CH3:56])=[CH:54][CH:53]=3)(=[O:51])=[O:50])[C:33]2=[N:34][CH:35]=1>C1COCC1.[OH-].[OH-].[Pd+2]>[Cl:29][C:30]1[CH:31]=[C:32]2[C:38]([C:39]3[N:44]=[C:10]([NH:9][C:5]4([C:21]#[N:22])[CH2:4][CH2:3][CH2:8][CH2:7][CH2:6]4)[C:42]([F:48])=[CH:41][N:40]=3)=[CH:37][N:36]([S:49]([C:52]3[CH:53]=[CH:54][C:55]([CH3:56])=[CH:57][CH:58]=3)(=[O:50])=[O:51])[C:33]2=[N:34][CH:35]=1 |f:4.5.6|. Reported procedure: Benzyl N-[(1S,3R)-3-cyanocyclohexyl]carbamate (0.26 g, 1.02 mmol) was dissolved in THF (15 mL) and treated with 0.13 g of 20% Pearlman's catalyst (50% wet by weight). The suspension was degassed with hydrogen for 2 min then placed under static hydrogen atmosphere. After 135 min, TLC showed no remaining starting material. The suspension was filtered through celite, washed with THF and degassed with nitrogen followed by the addition of iPr2NEt (0.21 mL, 1.23 mmol) and 5-chloro-3-(5-fluoro-4-(methy... Starting materials: C1CCOC1, COC(=O)c1c[nH]c(-c2cc(Oc3cccc(NC(=O)c4occc4C)c3)ccn2)c1, CO, Cl, [Na+], [OH-], O. Product: Cc1ccoc1C(=O)Nc1cccc(Oc2ccnc(-c3cc(C(=O)O)c[nH]3)c2)c1. As a reaction SMILES: [CH2:32]1[O:33][CH2:34][CH2:35][CH2:36]1.[CH3:1][c:2]1[c:3]([C:7](=[O:8])[NH:9][c:10]2[cH:11][c:12]([O:13][c:14]3[cH:15][c:16](-[c:20]4[cH:21][c:22]([C:25](=[O:26])[O:27][CH3:28])[cH:23][nH:24]4)[n:17][cH:18][cH:19]3)[cH:29][cH:30][cH:31]2)[o:4][cH:5][cH:6]1.[CH3:37][OH:38].[ClH:41].[Na+:40].[OH-:39].[OH2:42]>>[CH3:1][c:2]1[c:3]([C:7](=[O:8])[NH:9][c:10]2[cH:11][c:12]([O:13][c:14]3[cH:15][c:16](-[c:20]4[cH:21][c:22]([C:25](=[O:26])[OH:27])[cH:23][nH:24]4)[n:17][cH:18][cH:19]3)[cH:29][cH:30][cH:31]2)[o:4][cH:5][cH:6]1.